Dataset: the Open Reaction Database (ORD), a public repository of structured organic reaction records. Task: describe an organic reaction: reactants, conditions, products, and yield Reactants: N(=C=O)C1=C(C=CC=C1)OC (1-isocyanato-2-methoxy-benzene), C1=CC=C2NC=C3C2=C1C1=C[C@H](CN[C@@H]1C3)C(=O)N3CCCC3 ((6aR,9R)-4,6,6a,7,8,9-Hexahydro-indolo[4,3-fg]quinolin-9-yl-pyrrolidin-1-yl-methanone), [N-]=C=O (isocyanate). Run in O1CCCC1 (tetrahydrofurane). Yields the product COC1=C(C=CC=C1)NC(=O)N1C[C@@H](C=C2C3=C4C(C[C@@H]12)=CNC4=CC=C3)C(=O)N3CCCC3 ((6aR,9R)-9-(Pyrrolidine-1-carbonyl)-6,6a,8,9-tetrahydro-4H-indolo[4,3-fg]quinoline-7-carboxylic acid (2-methoxy-phenyl)-amide). RXN SMILES: [CH:1]1[C:9]2[C:10]3[C@@H:15]([CH2:16][C:7]4[C:8]=2[C:4]([NH:5][CH:6]=4)=[CH:3][CH:2]=1)[NH:14][CH2:13][C@H:12]([C:17]([N:19]1[CH2:23][CH2:22][CH2:21][CH2:20]1)=[O:18])[CH:11]=3.[N:24]([C:27]1[CH:32]=[CH:31][CH:30]=[CH:29][C:28]=1[O:33][CH3:34])=[C:25]=[O:26].[N-]=C=O>O1CCCC1>[CH3:34][O:33][C:28]1[CH:29]=[CH:30][CH:31]=[CH:32][C:27]=1[NH:24][C:25]([N:14]1[C@H:15]2[C:10]([C:9]3[CH:1]=[CH:2][CH:3]=[C:4]4[C:8]=3[C:7](=[CH:6][NH:5]4)[CH2:16]2)=[CH:11][C@@H:12]([C:17]([N:19]2[CH2:20][CH2:21][CH2:22][CH2:23]2)=[O:18])[CH2:13]1)=[O:26]. Reported procedure: 5.087 g (16.54 mmol) of the product of step 2 is dissolved in 80 ml tetrahydrofurane and 1.79 ml (16.5 mmol) 1-isocyanato-2-methoxy-benzene is added and stirred at room temperature. In order to trap excess isocyanate 0.3 equivalent 3-amino-1,2-propanediol is added and stirred for 2.5 hours. Then the reaction mixture is washed with saturated sodium hydrogen carbonate solution and brine, dried with Na2SO4 and partially evaporated. Crystallization give (6aR,9R)-9-(Pyrrolidine-1-carbonyl)-6,6a,8,9-t...